This data is from the Open Reaction Database (ORD), a public repository of structured organic reaction records. The task is: describe an organic reaction: reactants, conditions, products, and yield The reactants are C(C)OC(=O)C=1C=NC2=C(C=CC=C2C1Cl)[N+](=O)[O-] (8-nitro-4-chloro-quinoline-3-carboxylic acid ethyl ester), ClC1=C(CN)C=CC(=C1)Cl (2,4-dichloro-benzylamine). The product is C(C)OC(=O)C=1C=NC2=C(C=CC=C2C1NCC1=C(C=C(C=C1)Cl)Cl)N (8-Amino-4-(2,4-dichloro-benzylamino)-quinoline-3-carboxylic acid ethyl ester). Isolated yield 88.0%. RXN SMILES: [CH2:1]([O:3][C:4]([C:6]1[CH:7]=[N:8][C:9]2[C:14]([C:15]=1Cl)=[CH:13][CH:12]=[CH:11][C:10]=2[N+:17]([O-])=O)=[O:5])[CH3:2].[Cl:20][C:21]1[CH:28]=[C:27]([Cl:29])[CH:26]=[CH:25][C:22]=1[CH2:23][NH2:24]>>[CH2:1]([O:3][C:4]([C:6]1[CH:7]=[N:8][C:9]2[C:14]([C:15]=1[NH:24][CH2:23][C:22]1[CH:25]=[CH:26][C:27]([Cl:29])=[CH:28][C:21]=1[Cl:20])=[CH:13][CH:12]=[CH:11][C:10]=2[NH2:17])=[O:5])[CH3:2]. Reported procedure: The compound prepared in Example 3 was reacted with 2,4-dichloro-benzylamine according to the method as described in Example 4 and the obtained compound was treated as described in Example 14 to prepare the title compound (yield 88%).